describe an organic reaction: reactants, conditions, products, and yield From a dataset of the Open Reaction Database (ORD), a public repository of structured organic reaction records. As a reaction SMILES: [S:1](=[O:5])(=[O:4])([O-:3])[NH2:2].[NH4+:6].[S:7](=[O:11])(=[O:10])([OH:9])[NH2:8].O.[OH-].[K+:14]>>[S:1]([NH:2][S:7]([O-:11])(=[O:10])=[O:9])([O-:3])(=[O:5])=[O:4].[NH4+:8].[NH4+:6].[S:1]([NH:2][S:7]([O-:11])(=[O:10])=[O:9])([O-:3])(=[O:5])=[O:4].[K+:14].[K+:14] |f:0.1,4.5,6.7.8,9.10.11|. Yields the product S(=O)(=O)([O-])NS(=O)(=O)[O-].[NH4+].[NH4+] (diammonium imidodisulfate), S(=O)(=O)([O-])NS(=O)(=O)[O-].[K+].[K+] (dipotassium imidodisulfate). Reported procedure: Using the procedure of P. Baumgarten, Ber., 6913, 2929-2937 (1936), diammonium imidodisulfate was prepared by adding 114 grams (1.0 mol) of ammonium sulfamate to 97 grams (1.0 mole) of sulfamic acid in a one liter beaker. The mixture was heated on a hot plate with constant mixing. At about 130° C. a stirrable slurry was obtained, and at about 155° C. an exothermic reaction began, forming a solid. When the solid cooled, it was dissolved in about 375 grams of 45 percent potassium hydroxide. Water ... Reactants: O (Water), S(N)([O-])(=O)=O.[NH4+] (ammonium sulfamate), S(N)(O)(=O)=O (sulfamic acid), [OH-].[K+] (potassium hydroxide). The yield is 118.4%. Starting materials: COC(C1=CC(=NC(=C1)S(=O)(=O)C(C)C)Cl)=O (2-chloro-6-isopropanesulfonyl-isonicotinic acid methyl ester), C1(=CC=CC=C1)P(C1=C(C2=CC=CC=C2C=C1)C1=C(C=CC2=CC=CC=C12)P(C1=CC=CC=C1)C1=CC=CC=C1)C1=CC=CC=C1 (racemic 2,2′-bis(diphenylphosphino)-1,1′-binaphthyl), C([O-])([O-])=O.[Cs+].[Cs+] (cesium carbonate), [C@H](C)(CC)N ((S)-sec-butylamine). Reagents/catalysts: C(C)(=O)[O-].[Pd+2].C(C)(=O)[O-] (palladium acetate). Run in C1(=CC=CC=C1)C (toluene). Run at temperature 90 celsius, time 8 hour. Product: COC(C1=CC(=NC(=C1)S(=O)(=O)C(C)C)N[C@@H](C)CC)=O ((S)-2-sec-Butylamino-6-isopropanesulfonyl-isonicotinic acid methyl ester). Reaction SMILES: [CH3:1][O:2][C:3](=[O:17])[C:4]1[CH:9]=[C:8]([S:10]([CH:13]([CH3:15])[CH3:14])(=[O:12])=[O:11])[N:7]=[C:6](Cl)[CH:5]=1.C1(P(C2C=CC=CC=2)C2C=CC3C(=CC=CC=3)C=2C2C3C(=CC=CC=3)C=CC=2P(C2C=CC=CC=2)C2C=CC=CC=2)C=CC=CC=1.C(=O)([O-])[O-].[Cs+].[Cs+].[C@@H:70]([NH2:74])([CH2:72][CH3:73])[CH3:71]>C([O-])(=O)C.[Pd+2].C([O-])(=O)C.C1(C)C=CC=CC=1>[CH3:1][O:2][C:3](=[O:17])[C:4]1[CH:9]=[C:8]([S:10]([CH:13]([CH3:15])[CH3:14])(=[O:12])=[O:11])[N:7]=[C:6]([NH:74][C@H:70]([CH2:72][CH3:73])[CH3:71])[CH:5]=1 |f:2.3.4,6.7.8|. Procedure details: Add 2-chloro-6-isopropanesulfonyl-isonicotinic acid methyl ester (1.26 g, 4.53 mmol), toluene (20 mL), palladium acetate (102 mg, 0.453 mmol), racemic 2,2′-bis(diphenylphosphino)-1,1′-binaphthyl (282 mg, 0.453 mmol) and cesium carbonate (2.21 g, 6.80 mmol) to a sealed vessel flushed with nitrogen. Slowly add (S)-sec-butylamine (0.68 mL, 6.80 mmol) to the mixture. Heat and stir the sealed vessel at 90° C. overnight. Cool to room temperature, concentrate and purify (silica gel chromatography, elut... The reactants are FC1=CC=C(C(=O)O)C=C1 (4-fluorobenzoic acid), COCCCCCC1CCC(CC1)[SiH]1CCC(CC1)O (4-(4-(5-methoxypentyl)cyclohexyl)-4-silacyclohexanol). The product is FC1=CC=C(C(=O)O[C@@H]2CC[Si@H](CC2)C2CCC(CC2)CCCCCOC)C=C1 (trans-(4-(4-(5-methoxypentyl)cyclohexyl)-4-silacyclohexyl) 4-fluorobenzoate). As a reaction SMILES: [F:1][C:2]1[CH:10]=[CH:9][C:5]([C:6]([OH:8])=[O:7])=[CH:4][CH:3]=1.[CH3:11][O:12][CH2:13][CH2:14][CH2:15][CH2:16][CH2:17][CH:18]1[CH2:23][CH2:22][CH:21]([SiH:24]2[CH2:29][CH2:28][CH:27](O)[CH2:26][CH2:25]2)[CH2:20][CH2:19]1>>[F:1][C:2]1[CH:10]=[CH:9][C:5]([C:6]([O:8][C@H:27]2[CH2:28][CH2:29][Si@H:24]([CH:21]3[CH2:22][CH2:23][CH:18]([CH2:17][CH2:16][CH2:15][CH2:14][CH2:13][O:12][CH3:11])[CH2:19][CH2:20]3)[CH2:25][CH2:26]2)=[O:7])=[CH:4][CH:3]=1. Procedure: The general procedure of Example 31 was repeated using 4-fluorobenzoic acid and 4-(4-(5-methoxypentyl)cyclohexyl)-4-silacyclohexanol, thereby obtaining the intended product. The reactants are BrC1=NC=CC=C1O (2-bromo-3-hydroxypyridine), [H-].[Na+] (sodium hydride), O (water), CI (methyl iodide). Run in CN(C)C=O (DMF). Conditions: time 30 minute. The product is BrC1=NC=CC=C1OC (2-bromo-3-methoxypyridine). RXN SMILES: [Br:1][C:2]1[C:7]([OH:8])=[CH:6][CH:5]=[CH:4][N:3]=1.[H-].[Na+].[CH3:11]I.O>CN(C=O)C>[Br:1][C:2]1[C:7]([O:8][CH3:11])=[CH:6][CH:5]=[CH:4][N:3]=1 |f:1.2|. Procedure details: Under nitrogen atmosphere, to a solution of 2-bromo-3-hydroxypyridine (10.00 g) in DMF (100 ml) was added sodium hydride (60% oil, 2.5 g) at 0° C., and the mixture was stirred for 30 minutes. To the reaction mixture was added methyl iodide (4.0 ml), and the mixture was stirred at room temperature for 2 hours. To the reaction mixture was added water, and the mixture was extracted with ethyl acetate. The organic layer was washed with saturated sodium chloride solution, dried with magnesium sulfate... The reactants are N (ammonia), ClC1=NC2=CC=CC=C2C(=N1)O (2-chloro-4-hydroxy-quinazoline), O.NN (hydrazine hydrate). Solvent: O (water). Yields the product 101.5, NN1C(=NC2=CC=CC=C2C1=O)NN (3-amino-2-hydrazino-quinazolin-4(3H)-one). As a reaction SMILES: Cl[C:2]1[N:11]=[C:10]([OH:12])[C:9]2[C:4](=[CH:5][CH:6]=[CH:7][CH:8]=2)[N:3]=1.O.[NH2:14][NH2:15].[NH3:16]>O>[NH2:16][N:11]1[C:10](=[O:12])[C:9]2[C:4](=[CH:5][CH:6]=[CH:7][CH:8]=2)[N:3]=[C:2]1[NH:14][NH2:15] |f:1.2|. Procedure: A mixture of 134 g of the product of Step B and 670 ml of hydrazine hydrate was refluxed with stirring for about 5 hours until evolution of ammonia ceased and the mixture was cooled slightly and was diluted with 670 ml of water. The mixture was cooled to room temperature and was filtered and the product was rinsed with water and methanol and dried to obtain 101.5 of 3-amino-2-hydrazino-quinazolin-4(3H)-one.